Dataset: the Open Reaction Database (ORD), a public repository of structured organic reaction records. Task: describe an organic reaction: reactants, conditions, products, and yield Reactants: ClC1=NCC(N(C2=C1C=C(C(=C2)OC)OC)C)=O (5-chloro-7,8-dimethoxy-1-methyl-1,3-dihydro-1,4-benzodiazepin-2-one), C1(=CC=CC=C1)B(O)O (benzene boronic acid), [O-]P(=O)([O-])[O-].[K+].[K+].[K+] (K3PO4), tetrakis(triphenylphosphine)Pd(0), O (H2O). Run in CN(C)C=O (DMF). Run at temperature 115 celsius. Yields the product ClC1=NCC(N(C2=C1C=C(C(=C2)OC)OC)CCC)=O (5-chloro-7,8-dimethoxy-1-n-propyl-1,3-dihydro-1,4-benzodiazepin-2-one). Isolated yield 55.6%. As a reaction SMILES: [Cl:1][C:2]1[C:8]2[CH:9]=[C:10]([O:15][CH3:16])[C:11]([O:13][CH3:14])=[CH:12][C:7]=2[N:6]([CH3:17])[C:5](=[O:18])[CH2:4][N:3]=1.[C:19]1(B(O)O)C=CC=C[CH:20]=1.[O-]P([O-])([O-])=O.[K+].[K+].[K+].O>CN(C=O)C>[Cl:1][C:2]1[C:8]2[CH:9]=[C:10]([O:15][CH3:16])[C:11]([O:13][CH3:14])=[CH:12][C:7]=2[N:6]([CH2:17][CH2:19][CH3:20])[C:5](=[O:18])[CH2:4][N:3]=1 |f:2.3.4.5|. Procedure details: Heat at 115° C. for 12 hours under an inert atmosphere a mixture of 200 mg (0.74 mmol) of 5-chloro-7,8-dimethoxy-1-methyl-1,3-dihydro-1,4-benzodiazepin-2-one XVIIIaa, 109 mg (0.89 mmol) of benzene boronic acid, 182 mg (0.86 mmol) of K3PO4, 23 mg (0.020 mmol) of tetrakis(triphenylphosphine)Pd(0) in 5 ml of DMF. Allow to cool to room temperature. Add 80 ml of H2O and extract three times with 50 ml of Et2O. Dry the organic fractions on Na2SO4. Purify by chromatography (AcOEt). Recrystallize in EtOH... The reactants are FC(CCO)=C(F)F (3,4,4-trifluoro-3-buten-1-ol), CC(=O)C.OS(=O)(=O)O.O=[Cr](=O)=O (Jones reagent). Solvent: CC(=O)C (acetone). Yields the product FC(CC(=O)O)=C(F)F (3,4,4-trifiuoro-3-butenoic acid). RXN SMILES: [F:1][C:2](=[C:6]([F:8])[F:7])[CH2:3][CH2:4][OH:5].CC(C)=[O:11].OS(O)(=O)=O.O=[Cr](=O)=O>CC(C)=O>[F:1][C:2](=[C:6]([F:8])[F:7])[CH2:3][C:4]([OH:11])=[O:5] |f:1.2.3|. Procedure: The first method involves hydrolysis of 4-bromo-1,1,2-trifluoro-1-butene (II) with water in the presence of N-methyl pyrrolidinone to give 3,4,4-trifiuoro-3-buten-1-ol (III), followed by Jones oxidation under conditions not previously known. These conditions are at a temperature of about 51°-54° C. In addition, the 3,4,4-trifluoro-3-buten-1-ol in acetone solvent and the Jones reagent are added to the reaction vessel simultaneously to afford 3,4,4-trifluoro-3-butenoic (IV) acid in 52% overall yie... Starting materials: Cn1cc2ccc(NC(=O)c3ccccc3NCc3ccnc(Br)c3)cc2n1, O=C([O-])[O-], [Cs+], [Cs+], CN(C)C=O, C1COCCO1, O=C(C=Cc1ccccc1)C=Cc1ccccc1, O=C(C=Cc1ccccc1)C=Cc1ccccc1, O=C(C=Cc1ccccc1)C=Cc1ccccc1, NC(=O)N1CCC(O)C1, [Pd], [Pd]. Yields the product Cn1cc2ccc(NC(=O)c3ccccc3NCc3ccnc(NC(=O)N4CCC(O)C4)c3)cc2n1. As a reaction SMILES: [Br:1][c:2]1[n:3][cH:4][cH:5][c:6]([CH2:8][NH:9][c:10]2[c:11]([C:12](=[O:13])[NH:14][c:15]3[cH:16][cH:17][c:18]4[cH:19][n:20]([CH3:24])[n:21][c:22]4[cH:23]3)[cH:25][cH:26][cH:27][cH:28]2)[cH:7]1.[C:34](=[O:35])([O-:36])[O-:37].[Cs+:38].[Cs+:39].[O:29]=[CH:30][N:31]([CH3:32])[CH3:33].[O:49]1[CH2:50][CH2:51][O:52][CH2:53][CH2:54]1.[O:57]=[C:58]([CH:59]=[CH:60][c:61]1[cH:62][cH:63][cH:64][cH:65][cH:66]1)[CH:67]=[CH:68][c:69]1[cH:70][cH:71][cH:72][cH:73][cH:74]1.[O:75]=[C:76]([CH:77]=[CH:78][c:79]1[cH:80][cH:81][cH:82][cH:83][cH:84]1)[CH:85]=[CH:86][c:87]1[cH:88][cH:89][cH:90][cH:91][cH:92]1.[O:93]=[C:94]([CH:95]=[CH:96][c:97]1[cH:98][cH:99][cH:100][cH:101][cH:102]1)[CH:103]=[CH:104][c:105]1[cH:106][cH:107][cH:108][cH:109][cH:110]1.[OH:40][CH:41]1[CH2:42][N:43]([C:46](=[O:47])[NH2:48])[CH2:44][CH2:45]1.[Pd:55].[Pd:56]>>[c:2]1([NH:48][C:46]([N:43]2[CH2:42][CH:41]([OH:40])[CH2:45][CH2:44]2)=[O:47])[n:3][cH:4][cH:5][c:6]([CH2:8][NH:9][c:10]2[c:11]([C:12](=[O:13])[NH:14][c:15]3[cH:16][cH:17][c:18]4[cH:19][n:20]([CH3:24])[n:21][c:22]4[cH:23]3)[cH:25][cH:26][cH:27][cH:28]2)[cH:7]1. Reactants: [N+](CCCC)(CCCC)(CCCC)CCCC.[F-].O.O.O (nBu4NF.3H2O), C(C)(C)(C)[Si](O[C@@H]1[C@@H]2CCC=C([C@]2(CCC1)C)[C@@H](CC#CC(C)(O)C)C)(C)C ((R)-6-[(4aR,5S,8aS)-5-(tert-butyl-dimethyl-silanyloxy)-8a-methyl-3,4,4a,5,6,7,8,8a-octahydro-naphthalen-1-yl]-2-methyl-hept-3-yn-2-ol). Solvent: C1CCOC1 (THF). Run at time 2 hour. Product: OC(C#CC[C@@H](C)C=1[C@]2(CCC[C@@H]([C@@H]2CCC1)O)C)(C)C ((1S,4aS,8aR)-5-[(R)-5-Hydroxy-1,5-dimethyl-hex-3-ynyl]-4a-methyl-1,2,3,4,4a,7,8,8a-octahydro-naphthalen-1-ol). Yield: 94.9%. As a reaction SMILES: [N+](CCCC)(CCCC)(CCCC)CCCC.[F-].O.O.O.C([Si](C)(C)[O:27][C@H:28]1[CH2:37][CH2:36][CH2:35][C@@:34]2([CH3:38])[C@H:29]1[CH2:30][CH2:31][CH:32]=[C:33]2[C@H:39]([CH3:47])[CH2:40][C:41]#[C:42][C:43]([CH3:46])([OH:45])[CH3:44])(C)(C)C>C1COCC1>[OH:45][C:43]([CH3:44])([CH3:46])[C:42]#[C:41][CH2:40][C@H:39]([C:33]1[C@:34]2([CH3:38])[C@@H:29]([CH2:30][CH2:31][CH:32]=1)[C@@H:28]([OH:27])[CH2:37][CH2:36][CH2:35]2)[CH3:47] |f:0.1.2.3.4|. Reported procedure: 5.43 g (17.2 mmol) of nBu4NF.3H2O in 10 ml of THF was carefully dried by stirring during 2 h at RT over 7.5 g of 3 Å molecular sieve. This solution was then added to 866 mg (2.14 mmol) of (R)-6-[(4aR,5S,8aS)-5-(tert-butyl-dimethyl-silanyloxy)-8a-methyl-3,4,4a,5,6,7,8,8a-octahydro-naphthalen-1-yl]-2-methyl-hept-3-yn-2-ol and the mixture kept for 24 h at 55°. The reaction mixture was then poured onto crushed ice, extracted twice with ether, washed with water and brine, dried over sodium sulfate, a... Reactants: CO, CCOC(=O)c1ccc2cc(-c3ccc(OCc4c(-c5c(Cl)cccc5Cl)noc4C(C)C)c(C)c3)ccc2n1, Cl, [Na+], C1CCOC1, [OH-], O. Yields the product Cc1cc(-c2ccc3nc(C(=O)O)ccc3c2)ccc1OCc1c(-c2c(Cl)cccc2Cl)noc1C(C)C. As a reaction SMILES: [CH3:50][OH:51].[Cl:3][c:4]1[c:5](-[c:11]2[n:12][o:13][c:14]([CH:40]([CH3:41])[CH3:42])[c:15]2[CH2:16][O:17][c:18]2[c:19]([CH3:39])[cH:20][c:21](-[c:24]3[cH:25][c:26]4[cH:27][cH:28][c:29]([C:34](=[O:35])[O:36][CH2:37][CH3:38])[n:30][c:31]4[cH:32][cH:33]3)[cH:22][cH:23]2)[c:6]([Cl:10])[cH:7][cH:8][cH:9]1.[ClH:43].[Na+:2].[O:45]1[CH2:46][CH2:47][CH2:48][CH2:49]1.[OH-:1].[OH2:44]>>[Cl:3][c:4]1[c:5](-[c:11]2[n:12][o:13][c:14]([CH:40]([CH3:41])[CH3:42])[c:15]2[CH2:16][O:17][c:18]2[c:19]([CH3:39])[cH:20][c:21](-[c:24]3[cH:25][c:26]4[cH:27][cH:28][c:29]([C:34](=[O:35])[OH:36])[n:30][c:31]4[cH:32][cH:33]3)[cH:22][cH:23]2)[c:6]([Cl:10])[cH:7][cH:8][cH:9]1. The reactants are ClC1=C(CC=2C(NC3=C(C=CC(=C3C2C)O)F)=O)C=CC(=C1)Cl (3-(2,4-dichlorobenzyl)-8-fluoro-5-hydroxy-4-methyl-1H-quinolin-2-one), CN(C=O)C (N,N-dimethylformamide), C([O-])([O-])=O.[K+].[K+] (potassium carbonate), COC([C@H](C)Cl)=O ((S)-2-chloropropionic acid methyl ester). Run in O (water). Conditions: temperature 45 celsius, time 3 day. Product: COC([C@@H](C)OC1=C2C(=C(C(NC2=C(C=C1)F)=O)CC1=C(C=C(C=C1)Cl)Cl)C)=O ((R)-2-[3-(2,4-dichlorobenzyl)-8-fluoro-4-methyl-2-oxo-1,2-dihydroquinolin-5-yloxy]propionic Acid Methyl Ester). Reaction SMILES: [Cl:1][C:2]1[CH:22]=[C:21]([Cl:23])[CH:20]=[CH:19][C:3]=1[CH2:4][C:5]1[C:6](=[O:18])[NH:7][C:8]2[C:13]([C:14]=1[CH3:15])=[C:12]([OH:16])[CH:11]=[CH:10][C:9]=2[F:17].CN(C)C=O.C(=O)([O-])[O-].[K+].[K+].[CH3:35][O:36][C:37](=[O:41])[C@@H:38](Cl)[CH3:39]>O>[CH3:35][O:36][C:37](=[O:41])[C@H:38]([O:16][C:12]1[CH:11]=[CH:10][C:9]([F:17])=[C:8]2[C:13]=1[C:14]([CH3:15])=[C:5]([CH2:4][C:3]1[CH:19]=[CH:20][C:21]([Cl:23])=[CH:22][C:2]=1[Cl:1])[C:6](=[O:18])[NH:7]2)[CH3:39] |f:2.3.4|. Procedure details: A mixture of 3-(2,4-dichlorobenzyl)-8-fluoro-5-hydroxy-4-methyl-1H-quinolin-2-one (0.30 g), N,N-dimethylformamide (4.0 mL), potassium carbonate (0.13 g) and (S)-2-chloropropionic acid methyl ester (0.11 g) was stirred at 45° C. for 3 days. The mixture was diluted with water and extracted with ethyl acetate. The combined extracts were washed saturated aqueous sodium chloride solution, dried over magnesium sulfate and the solvent removed under reduced pressure. The residue was purified by column c...